From a dataset of the Open Reaction Database (ORD), a public repository of structured organic reaction records. describe an organic reaction: reactants, conditions, products, and yield Starting materials: CC#N, [K+], O=[Mn](=O)(=O)[O-], CC(C)(C)OC(=O)N1CCC2(CCCc3ccccc32)CC1. Product: CC(C)(C)OC(=O)N1CCC2(CCC(=O)c3ccccc32)CC1. Reaction SMILES: [CH3:29][C:30]#[N:31].[K+:28].[Mn:23](=[O:24])([O-:25])(=[O:26])=[O:27].[N:1]1([C:16](=[O:17])[O:18][C:19]([CH3:20])([CH3:21])[CH3:22])[CH2:2][CH2:3][C:4]2([CH2:5][CH2:6][CH2:7][c:8]3[cH:9][cH:10][cH:11][cH:12][c:13]32)[CH2:14][CH2:15]1>>[N:1]1([C:16](=[O:17])[O:18][C:19]([CH3:20])([CH3:21])[CH3:22])[CH2:2][CH2:3][C:4]2([CH2:5][CH2:6][C:7](=[O:24])[c:8]3[cH:9][cH:10][cH:11][cH:12][c:13]32)[CH2:14][CH2:15]1.